From a dataset of the Open Reaction Database (ORD), a public repository of structured organic reaction records. describe an organic reaction: reactants, conditions, products, and yield The reactants are C(CCCC)OC1=CC=CC=C1 (n-Pentyloxybenzene), P12(=S)SP3(=S)SP(=S)(S1)SP(=S)(S2)S3 (P4S10). The solvent is C1(=CC=CC=C1)C (toluene). Conditions: time 2 day. Yields the product C(CCCC)OC1=CC=C(C=C1)P(=S)=S (p-(n-Pentyloxy)phenylthionophosphine Sulfide). RXN SMILES: [CH2:1]([O:6][C:7]1[CH:12]=[CH:11][CH:10]=[CH:9][CH:8]=1)[CH2:2][CH2:3][CH2:4][CH3:5].[P:13]12(SP3(SP(SP(S3)(S1)=S)(=S)[S:15]2)=S)=[S:14]>C1(C)C=CC=CC=1>[CH2:1]([O:6][C:7]1[CH:8]=[CH:9][C:10]([P:13](=[S:15])=[S:14])=[CH:11][CH:12]=1)[CH2:2][CH2:3][CH2:4][CH3:5]. Procedure details: n-Pentyloxybenzene (Ia) and P4S10 (in a molar ratio of 10:1) were stirred for six hours at 150° C. under anhydrous conditions. The mixture was cooled, toluene was added, and the reaction flask was left for two days at 5° C. The resulting precipitate was recovered by filtration, washed with anhydrous ether and dried. The yield of product was 46% of theory; after recrystallization from chloroform/petroleum ether it melted at 144°-6° C. Its solubility in tetrahydrofuran was found to be 5 gms/100 ml... Reactants: I.N1(C=NC=C1)CCCCNC1=NC2=CC=CC=3C2=C1C=CC3 (N-(4-(1H-imidazol-1-yl)butyl)benz(cd)indol-2-amine, monohydroiodide), [OH-].[Na+] (sodium hydroxide). The solvent is ClCCl (dichloromethane). Product: N1(C=NC=C1)CCCCNC1=NC2=CC=CC=3C2=C1C=CC3 (N-(4-(1H-imidazol-1yl)butyl)benz(cd)indol-2-amine). Reaction SMILES: I.[N:2]1([CH2:7][CH2:8][CH2:9][CH2:10][NH:11][C:12]2[C:20]3[CH:21]=[CH:22][CH:23]=[C:18]4[C:19]=3[C:14](=[CH:15][CH:16]=[CH:17]4)[N:13]=2)[CH:6]=[CH:5][N:4]=[CH:3]1.[OH-].[Na+]>ClCCl>[N:2]1([CH2:7][CH2:8][CH2:9][CH2:10][NH:11][C:12]2[C:20]3[CH:21]=[CH:22][CH:23]=[C:18]4[C:19]=3[C:14](=[CH:15][CH:16]=[CH:17]4)[N:13]=2)[CH:6]=[CH:5][N:4]=[CH:3]1 |f:0.1,2.3|. Reported procedure: A 41.8 g portion of N-(4-(1H-imidazol-1-yl)butyl)benz(cd)indol-2-amine, monohydroiodide was added to a stirred mixture of 500 ml of dichloromethane and 125 ml of 1N sodium hydroxide solution. After 1 hour the layers were separated and the dichloromethane layer dried over sodium sulfated. The sodium sulfate was filtered off and the filtrate evaporated to dryness in vacuo, giving 29 g of the desired compound as a bright orange yellow viscous oil. Starting materials: FC(C1=CC=C(C=C1)CN)(F)F ((4-(trifluoromethyl)phenyl)methanamine), C1(=CC=CC=C1)CCCN (3-phenylpropan-1-amine), C(C1=CC=CC=C1)(=O)NC=1C=C(C(=O)O)C=CN1 (2-benzamidoisonicotinic acid). The product is C(C1=CC=CC=C1)(=O)NC=1C=C(C(=O)NCCCC2=CC=CC=C2)C=CN1 (2-benzamido-N-(3-phenylpropyl)-isonicotinamide). Yield: 72.0%. As a reaction SMILES: FC(F)(F)C1C=CC(CN)=CC=1.[C:13]1([CH2:19][CH2:20][CH2:21][NH2:22])[CH:18]=[CH:17][CH:16]=[CH:15][CH:14]=1.[C:23]([NH:31][C:32]1[CH:33]=[C:34]([CH:38]=[CH:39][N:40]=1)[C:35](O)=[O:36])(=[O:30])[C:24]1[CH:29]=[CH:28][CH:27]=[CH:26][CH:25]=1>>[C:23]([NH:31][C:32]1[CH:33]=[C:34]([CH:38]=[CH:39][N:40]=1)[C:35]([NH:22][CH2:21][CH2:20][CH2:19][C:13]1[CH:18]=[CH:17][CH:16]=[CH:15][CH:14]=1)=[O:36])(=[O:30])[C:24]1[CH:25]=[CH:26][CH:27]=[CH:28][CH:29]=1. Procedure: Following the procedure as described in Example 1, making variations as required to replace (4-(trifluoromethyl)phenyl)methanamine with 3-phenylpropan-1-amine to react with 2-benzamidoisonicotinic acid, 2-benzamido-N-(3-phenylpropyl)-isonicotinamide was obtained as a colorless solid in 72% yield: 1H NMR (300 MHz, DMSO-d6) δ 10.97 (s, 1H), 8.82-8.78 (m, 1H), 8.56-8.50 (m, 2H), 8.05-8.03 (m, 2H), 7.64-7.50 (m, 4H), 7.32-7.16 (m, 5H), 3.31-3.27 (m, 2H), 2.67-2.62 (m, 2H), 1.90-1.80 (m, 2H); MS (ES+... The reactants are C([O-])([O-])=O.[K+].[K+] (Potassium carbonate), O (water), FC1=NC=CC(=C1)I (fluoro-4-iodo pyridine), C(=O)OB(O)C1=CC=CC=C1 (formylphenylboronic acid), palladium tetrakis triphenylphosphine. Solvent: C1CCOC1 (THF). Yields the product FC1=NC=CC(=C1)C=1C=C(C=O)C=CC1 (3-(2-Fluoro-pyridin-4-yl)-benzaldehyde). Reaction SMILES: [F:1][C:2]1[CH:7]=[C:6](I)[CH:5]=[CH:4][N:3]=1.C(OB([C:14]1[CH:19]=[CH:18][CH:17]=[CH:16][CH:15]=1)O)=O.[C:20](=O)([O-])[O-:21].[K+].[K+].O>C1COCC1>[F:1][C:2]1[CH:7]=[C:6]([C:18]2[CH:19]=[C:14]([CH:15]=[CH:16][CH:17]=2)[CH:20]=[O:21])[CH:5]=[CH:4][N:3]=1 |f:2.3.4|. Reported procedure: 2 fluoro-4-iodo pyridine (5 g), 3 formylphenylboronic acid (4 g), and palladium tetrakis triphenylphosphine were suspended in 500 mL of THF. Potassium carbonate (7.42 g) was added along with 50 mL of water. The flask was purged with nitrogen and the mixture heated to 65 C for 4 hours. The solvent was removed by rotary evaporation and the residue partitioned between ethyl acetate and water. Removal of the ethyl acetate gave a residue which was chromatographed on silica gel (1:1 ethyl acetate hexa... Starting materials: O=C([O-])[O-], CI, Cl, [Cs+], [Cs+], CC1CC1NS(=O)(=O)c1ccc(-c2cnc(N)c(-c3ccc4c(c3)CCNC4=O)n2)cc1. Yields the product CC1CC1N(C)S(=O)(=O)c1ccc(-c2cnc(N)c(-c3ccc4c(c3)CCNC4=O)n2)cc1. Reaction SMILES: [C:34](=[O:35])([O-:36])[O-:37].[CH3:40][I:41].[ClH:1].[Cs+:38].[Cs+:39].[NH2:2][c:3]1[n:4][cH:5][c:6](-[c:20]2[cH:21][cH:22][c:23]([S:26](=[O:27])(=[O:28])[NH:29][CH:30]3[CH:31]([CH3:33])[CH2:32]3)[cH:24][cH:25]2)[n:7][c:8]1-[c:9]1[cH:10][c:11]2[c:16]([cH:17][cH:18]1)[C:15](=[O:19])[NH:14][CH2:13][CH2:12]2>>[NH2:2][c:3]1[n:4][cH:5][c:6](-[c:20]2[cH:21][cH:22][c:23]([S:26](=[O:27])(=[O:28])[N:29]([CH:30]3[CH:31]([CH3:33])[CH2:32]3)[CH3:34])[cH:24][cH:25]2)[n:7][c:8]1-[c:9]1[cH:10][c:11]2[c:16]([cH:17][cH:18]1)[C:15](=[O:19])[NH:14][CH2:13][CH2:12]2. Reactants: O=C([O-])[O-], C1CCOC1, Cn1nnc(-c2ccc(-c3ccc(N4CC(Cn5ccnn5)OC4=O)cc3F)cn2)n1, [K+], [K+], O, c1ccc([PH](c2ccccc2)(c2ccccc2)[Pd-4]([PH](c2ccccc2)(c2ccccc2)c2ccccc2)([PH](c2ccccc2)(c2ccccc2)c2ccccc2)[PH](c2ccccc2)(c2ccccc2)c2ccccc2)cc1, [O-][n+]1ccccc1. Product: Cn1nnc(-c2ccc(-c3ccc(N4CC(Cn5ccnn5)OC4=O)cc3F)c[n+]2[O-])n1. Reaction SMILES: [C:39](=[O:40])([O-:41])[O-:42].[CH2:45]1[O:46][CH2:47][CH2:48][CH2:49]1.[F:8][c:9]1[cH:10][c:11]([N:27]2[C:28](=[O:38])[O:29][CH:30]([CH2:32][n:33]3[n:34][n:35][cH:36][cH:37]3)[CH2:31]2)[cH:12][cH:13][c:14]1-[c:15]1[cH:16][n:17][c:18](-[c:21]2[n:22][n:23][n:24]([CH3:26])[n:25]2)[cH:19][cH:20]1.[K+:43].[K+:44].[OH2:50].[c:51]1([PH:52]([Pd-4:53]([PH:54]([c:55]2[cH:56][cH:57][cH:58][cH:59][cH:60]2)([c:61]2[cH:62][cH:63][cH:64][cH:65][cH:66]2)[c:67]2[cH:68][cH:69][cH:70][cH:71][cH:72]2)([PH:73]([c:74]2[cH:75][cH:76][cH:77][cH:78][cH:79]2)([c:80]2[cH:81][cH:82][cH:83][cH:84][cH:85]2)[c:86]2[cH:87][cH:88][cH:89][cH:90][cH:91]2)[PH:92]([c:93]2[cH:94][cH:95][cH:96][cH:97][cH:98]2)([c:99]2[cH:100][cH:101][cH:102][cH:103][cH:104]2)[c:105]2[cH:106][cH:107][cH:108][cH:109][cH:110]2)([c:111]2[cH:112][cH:113][cH:114][cH:115][cH:116]2)[c:117]2[cH:118][cH:119][cH:120][cH:121][cH:122]2)[cH:123][cH:124][cH:125][cH:126][cH:127]1.[n+:1]1([O-:7])[cH:2][cH:3][cH:4][cH:5][cH:6]1>>[O-:7][n+:17]1[cH:16][c:15](-[c:14]2[c:9]([F:8])[cH:10][c:11]([N:27]3[C:28](=[O:38])[O:29][CH:30]([CH2:32][n:33]4[n:34][n:35][cH:36][cH:37]4)[CH2:31]3)[cH:12][cH:13]2)[cH:20][cH:19][c:18]1-[c:21]1[n:22][n:23][n:24]([CH3:26])[n:25]1. Starting materials: C(C)OC(C(C)(OC1=C(C=C(C=C1)CN(CC1=C(C=CC=C1)F)C1=C(N=C(S1)C1=CC=C(C=C1)C(F)(F)F)C)C)C)=O (2-Methyl-2-(2-methyl-4-{([4-methyl-2-(4-trifluoromethylphenyl)thiazol-5-yl][2-fluorobenzyl]amino)methyl}phenoxy)propionic acid ethyl ester), [OH-].[Na+] (NaOH). The solvent is CCO (EtOH). Run at temperature 85 celsius, time 2 hour. Product: CC(C(=O)O)(C)OC1=C(C=C(C=C1)CN(CC1=C(C=CC=C1)F)C1=C(N=C(S1)C1=CC=C(C=C1)C(F)(F)F)C)C (2-Methyl-2-(2-methyl-4-{([4-methyl-2-(4-trifluoromethylphenyl)thiazol-5-yl][2-fluorobenzyl]amino)methyl}phenoxy)propionic acid). Yield: 30.8%. RXN SMILES: C([O:3][C:4](=[O:42])[C:5]([CH3:41])([O:7][C:8]1[CH:13]=[CH:12][C:11]([CH2:14][N:15]([C:24]2[S:28][C:27]([C:29]3[CH:34]=[CH:33][C:32]([C:35]([F:38])([F:37])[F:36])=[CH:31][CH:30]=3)=[N:26][C:25]=2[CH3:39])[CH2:16][C:17]2[CH:22]=[CH:21][CH:20]=[CH:19][C:18]=2[F:23])=[CH:10][C:9]=1[CH3:40])[CH3:6])C.[OH-].[Na+]>CCO>[CH3:41][C:5]([O:7][C:8]1[CH:13]=[CH:12][C:11]([CH2:14][N:15]([C:24]2[S:28][C:27]([C:29]3[CH:30]=[CH:31][C:32]([C:35]([F:37])([F:38])[F:36])=[CH:33][CH:34]=3)=[N:26][C:25]=2[CH3:39])[CH2:16][C:17]2[CH:22]=[CH:21][CH:20]=[CH:19][C:18]=2[F:23])=[CH:10][C:9]=1[CH3:40])([CH3:6])[C:4]([OH:42])=[O:3] |f:1.2|. Procedure details: To a solution of example 98 (400 mg, 0.68 mmol) in EtOH (20 mL) was added 1N NaOH (20 mL, 30 eq.) and the reaction was stirred at 85° C. for 2 h. When all of the starting material had disappeared, the reaction cooled, evaporated to dryness, taken up with water, neutralized with 1N HCL to pH 6 and extracted with CH2Cl2. The organic layer was dried over Na2SO4, filtered and the solvent removed in vacuo. The residue was chromatographed eluting with CH2Cl2 (100%) then CH2Cl2/MeOH (98/2) to afford th... Starting materials: SC1=C(C(=O)O)C=CC=C1OC (2-mercapto-3-methoxybenzoic acid), C(C)(=O)OC(C)=O (acetic anhydride), Cl (hydrochloric acid). The solvent is C(C)(=O)O (acetic acid). Yields the product C(C)(=O)SC1=C(C(=O)O)C=CC=C1OC (2-Acetylthio-3-methoxybenzoic acid). As a reaction SMILES: [SH:1][C:2]1[C:10]([O:11][CH3:12])=[CH:9][CH:8]=[CH:7][C:3]=1[C:4]([OH:6])=[O:5].[C:13](OC(=O)C)(=[O:15])[CH3:14].Cl>C(O)(=O)C>[C:13]([S:1][C:2]1[C:10]([O:11][CH3:12])=[CH:9][CH:8]=[CH:7][C:3]=1[C:4]([OH:6])=[O:5])(=[O:15])[CH3:14]. Procedure details: A solution of 2-mercapto-3-methoxybenzoic acid (14.6 g, 79 mmol), acetic anhydride (9.7 g, 95 mmol) and glacial acetic acid (35 ml) was refluxed 15 minutes, then cooled and poured into dilute hydrochloric acid. The reactants are CN(C)C=O, BrC1CCCC1, [H-], [I-], [K+], COc1ccc(N)cc1O, [Na+], C1COCCO1. The product is COc1ccc(N)cc1OC1CCCC1. Reaction SMILES: [CH3:27][N:28]([CH3:29])[CH:30]=[O:31].[CH:13]1([Br:18])[CH2:14][CH2:15][CH2:16][CH2:17]1.[H-:11].[I-:20].[K+:19].[NH2:1][c:2]1[cH:3][cH:4][c:5]([O:9][CH3:10])[c:6]([OH:8])[cH:7]1.[Na+:12].[O:21]1[CH2:22][CH2:23][O:24][CH2:25][CH2:26]1>>[NH2:1][c:2]1[cH:3][cH:4][c:5]([O:9][CH3:10])[c:6]([O:8][CH:13]2[CH2:14][CH2:15][CH2:16][CH2:17]2)[cH:7]1. As a reaction SMILES: [C:1]([O:5][C:6](=[O:19])[NH:7][CH2:8][CH2:9][CH2:10][NH:11][C:12]([N:14]=[CH:15]N(C)C)=[S:13])([CH3:4])([CH3:3])[CH3:2].[CH2:20]([C:22]1[CH:31]=[CH:30][CH:29]=[CH:28][C:23]=1[C:24](=[O:27])[CH2:25]Br)[CH3:21]>>[C:1]([O:5][C:6](=[O:19])[NH:7][CH2:8][CH2:9][CH2:10][NH:11][C:12]1[S:13][C:25]([C:24](=[O:27])[C:23]2[CH:28]=[CH:29][CH:30]=[CH:31][C:22]=2[CH2:20][CH3:21])=[CH:15][N:14]=1)([CH3:2])([CH3:3])[CH3:4]. Procedure: The title compound was synthesised from [3-(3-Dimethylaminomethylene-thioureido)-propyl]-carbamic acid tert-butyl ester and 2-ethyl phenacylbromide according to the procedure described for Example 25. MS (m/e): 389.9 (MH+, 100%). The product is C(C)(C)(C)OC(NCCCNC=1SC(=CN1)C(C1=C(C=CC=C1)CC)=O)=O ({3-[5-(2-Ethyl-benzoyl)-thiazol-2-ylamino]-propyl}-carbamic Acid tert-Butyl Ester). Reactants: C(C)(C)(C)OC(NCCCNC(=S)N=CN(C)C)=O ([3-(3-Dimethylaminomethylene-thioureido)-propyl]-carbamic acid tert-butyl ester), C(C)C1=C(C(CBr)=O)C=CC=C1 (2-ethyl phenacylbromide).